Task: describe an organic reaction: reactants, conditions, products, and yield. Dataset: the Open Reaction Database (ORD), a public repository of structured organic reaction records Reactants: C[C@]12N(C(OC1=O)C(Cl)(Cl)Cl)CCC2 ((7aR)-7a-methyl-3-(trichloromethyl)tetrahydropyrrolo[1,2-c]oxazol-1(3H)-one). Solvent: CO (MeOH), CO (MeOH), Cl (HCl). The product is Cl.C[C@]1(NCCC1)C(=O)OC ((R)-methyl 2-methylpyrrolidine-2-carboxylate hydrochloride). Yield: 0.1%. As a reaction SMILES: [CH3:1][C@:2]12[CH2:14][CH2:13][CH2:12][N:3]1[CH:4](C(Cl)(Cl)[Cl:9])[O:5][C:6]2=[O:7]>CO.Cl>[ClH:9].[CH3:1][C@:2]1([C:6]([O:5][CH3:4])=[O:7])[CH2:14][CH2:13][CH2:12][NH:3]1 |f:3.4|. Reported procedure: To a solution of (7aR)-7a-methyl-3-(trichloromethyl)tetrahydropyrrolo[1,2-c]oxazol-1(3H)-one (D49) (0.11 g, 0.42 mol) in dry MeOH (2 ml), HCl 1M sol in MeOH (0.3 ml, 0.85 mol) was added and the mixture refluxed under a constant current of nitrogen for 1 h. Solvent was evaporated to afford the title compound (D50) 60 mg. Starting materials: O=C([O-])[O-], C=CCc1c(O)ccc2oc(C)nc12, CI, CN(C)C=O, CC#N, CCOC(C)=O, [K+], [K+], O. The product is C=CCc1c(OC)ccc2oc(C)nc12. As a reaction SMILES: [C:15](=[O:16])([O-:17])[O-:18].[CH2:1]([CH:2]=[CH2:3])[c:4]1[c:5]([OH:14])[cH:6][cH:7][c:8]2[c:9]1[n:10][c:11]([CH3:13])[o:12]2.[CH3:21][I:22].[CH3:24][N:25]([CH3:26])[CH:27]=[O:28].[CH3:29][C:30]#[N:31].[CH3:32][CH2:33][O:34][C:35](=[O:36])[CH3:37].[K+:19].[K+:20].[OH2:23]>>[CH2:1]([CH:2]=[CH2:3])[c:4]1[c:5]([O:14][CH3:15])[cH:6][cH:7][c:8]2[c:9]1[n:10][c:11]([CH3:13])[o:12]2. Starting materials: C(#N)C1=C(N2C(C(CN2C1)NC(=O)OC(C)(C)C)=O)C(=O)OCC=C (allyl 3-cyano-7-(R,S)-(t-butoxycarbonylamino)-8-oxo-1,5-diazabicyclo[3.3.0]octa-2-ene-2carboxylate), Cl (hydrochloric acid). Reaction SMILES: [C:1]([C:3]1[CH2:10][N:9]2[N:5]([C:6](=[O:19])[CH:7]([NH:11]C(OC(C)(C)C)=O)[CH2:8]2)[C:4]=1[C:20]([O:22][CH2:23][CH:24]=[CH2:25])=[O:21])#[N:2].[ClH:26]>C(O)(=O)C>[ClH:26].[C:1]([C:3]1[CH2:10][N:9]2[N:5]([C:6](=[O:19])[CH:7]([NH2:11])[CH2:8]2)[C:4]=1[C:20]([O:22][CH2:23][CH:24]=[CH2:25])=[O:21])#[N:2] |f:3.4|. Product: Cl.C(#N)C1=C(N2C(C(CN2C1)N)=O)C(=O)OCC=C (allyl 3-cyano-7-(R,S)-amino-8-oxo-1,5-diazabicyclo[3.3.0]octa-2-ene-2-carboxylate hydrochloride). Solvent: C(C)(=O)O (acetic acid). Procedure details: Under a nitrogen atmosphere, allyl 3-cyano-7-(R,S)-(t-butoxycarbonylamino)-8-oxo-1,5-diazabicyclo[3.3.0]octa-2-ene-2carboxylate (1.54 g, 4.43 mmol) was combined with 3N hydrochloric acid in glacial acetic acid (45 ml) and the mixture was stirred at room temperature until it was a solution (5 minutes), when it was evaporated in vacuo to dryness. The residue was redissolved in methylene chloride and the solution was taken to dryness in vacuo two times to yield allyl 3-cyano-7-(R,S)-amino-8-oxo-1,5... Starting materials: ( OD600 ), O=C[C@H](O)[C@@H](O)[C@@H](O)CO (L-arabinose), ice, CAPS pH10, N[C@@H](CC1=CC=C(C=C1)O)C(=O)O (tyrosine). The solvent is ice, C[C@@H]1CC(=O)[C@]2([C@@H](O1)O[C@@H]3[C@H]([C@@H]([C@@H]([C@@H]([C@H]3O2)NC)O)NC)O)O (spectinomycin), C[C@@H]1CC(=O)[C@]2([C@@H](O1)O[C@@H]3[C@H]([C@@H]([C@@H]([C@@H]([C@H]3O2)NC)O)NC)O)O (spectinomycin). Reaction conditions: time 20 hour. Product: O=C[C@@H](O)[C@H](O)[C@H](O)CO (Arabinose). As a reaction SMILES: [O:1]=[CH:2][C@@H:3]([C@H:5]([C@H:7]([CH2:9][OH:10])[OH:8])[OH:6])[OH:4].N[C@H](C(O)=O)CC1C=CC(O)=CC=1>C[C@H]1O[C@H]2O[C@H]3[C@H](O[C@@]2(O)C(=O)C1)[C@@H](NC)[C@@H](O)[C@@H](NC)[C@@H]3O>[O:1]=[CH:2][C@H:3]([C@@H:5]([C@@H:7]([CH2:9][OH:10])[OH:8])[OH:6])[OH:4]. Reported procedure: The TAL activity of the DPD5154 strain was analyzed as follows. Fresh colonies were separately inoculated into 5.0 ml of LB medium supplemented with 50 μg/ml spectinomycin and incubated overnight at 37° C. with shaking at 250 rpm. Each culture was then diluted to an optical density (OD600) of 0.02 in the LB medium with 50 μg/ml spectinomycin and grown to an OD600 of 0.4, before being induced with 0.02% L-arabinose. The induced cultures were incubated for 20 hours at 37° C. with shaking at 250 rp... Starting materials: CC1(CC(=NC2=CC=C(C=C12)C#CC1=CC=C(C(=O)OCC)C=C1)OC(C)C)C (Ethyl 4-[(4,4-dimethyl-2-isopropoxy-3,4-dihydro-6-quinolinyl)ethynyl]benzoate), CC1(CC(=NC2=CC=C(C=C12)C#CC1=CC=C(C(=O)OCC)C=C1)OC(C)C)C (Ethyl 4-[(4,4-dimethyl-2-isopropoxy-3,4-dihydro-6-quinolinyl)ethynyl]benzoate), [Li+].[OH-] (LiOH). The solvent is C1CCOC1 (THF), CCO (EtOH). The product is CC1(CC(=NC2=CC=C(C=C12)C#CC1=CC=C(C(=O)O)C=C1)OC(C)C)C (4-[(4,4-Dimethyl-2-iso-propoxy-3,4-dihydro-6-quinolinyl)ethynyl]benzoic acid). Reaction SMILES: [CH3:1][C:2]1([CH3:29])[C:11]2[C:6](=[CH:7][CH:8]=[C:9]([C:12]#[C:13][C:14]3[CH:24]=[CH:23][C:17]([C:18]([O:20]CC)=[O:19])=[CH:16][CH:15]=3)[CH:10]=2)[N:5]=[C:4]([O:25][CH:26]([CH3:28])[CH3:27])[CH2:3]1.[Li+].[OH-]>C1COCC1.CCO>[CH3:1][C:2]1([CH3:29])[C:11]2[C:6](=[CH:7][CH:8]=[C:9]([C:12]#[C:13][C:14]3[CH:15]=[CH:16][C:17]([C:18]([OH:20])=[O:19])=[CH:23][CH:24]=3)[CH:10]=2)[N:5]=[C:4]([O:25][CH:26]([CH3:27])[CH3:28])[CH2:3]1 |f:1.2|. Procedure details: A solution of 0.023 mg (0.06 mmol) of ethyl 4-[(4,4-dimethyl-2-iso-propoxy-3,4-dihydro-6-quinolinyl)ethynyl]benzoate (Compound 6) in 2 ml of THF, 1 ml of EtOH, and 2 ml of 1N LiOH was stirred at room temperature for 1 h. Aqueous work up yielded the title compound as a white solid. The reactants are [N+](=O)([O-])C=1C=C(C=CC1SC1=CC=C(C=C1)C)NC(C1=CC(=CC=C1)C(F)(F)F)=O (N-(3-Nitro-4-p-tolylsulfanyl-phenyl)-3-trifluoromethyl-benzamide), [NH4+].[Cl-] (NH4Cl). Reagents/catalysts: [Fe] (Fe). Product: NC=1C=C(C=CC1SC1=CC=C(C=C1)C)NC(C1=CC(=CC=C1)C(F)(F)F)=O (N-(3-Amino-4-p-tolylsulfanyl-phenyl)-3-trifluoromethyl-benzamide). Yield: 73.0%. As a reaction SMILES: [N+:1]([C:4]1[CH:5]=[C:6]([NH:18][C:19](=[O:30])[C:20]2[CH:25]=[CH:24][CH:23]=[C:22]([C:26]([F:29])([F:28])[F:27])[CH:21]=2)[CH:7]=[CH:8][C:9]=1[S:10][C:11]1[CH:16]=[CH:15][C:14]([CH3:17])=[CH:13][CH:12]=1)([O-])=O.[NH4+].[Cl-]>[Fe]>[NH2:1][C:4]1[CH:5]=[C:6]([NH:18][C:19](=[O:30])[C:20]2[CH:25]=[CH:24][CH:23]=[C:22]([C:26]([F:29])([F:27])[F:28])[CH:21]=2)[CH:7]=[CH:8][C:9]=1[S:10][C:11]1[CH:12]=[CH:13][C:14]([CH3:17])=[CH:15][CH:16]=1 |f:1.2|. Reported procedure: The product from Example 243a was reduced with Fe and NH4Cl following the procedure from Example 9E to give the title compound (420 mg, 73%).